From a dataset of the Open Reaction Database (ORD), a public repository of structured organic reaction records. describe an organic reaction: reactants, conditions, products, and yield Starting materials: CC1CNCC(C)O1, CS(C)=O, CS(=O)(=O)c1ccc(-n2nc(C(F)F)c(C#N)c2Cl)nc1, [F-], [K+], O. Product: CC1CN(c2c(C#N)c(C(F)F)nn2-c2ccc(S(C)(=O)=O)cn2)CC(C)O1. RXN SMILES: [CH3:22][CH:23]1[O:24][CH:25]([CH3:29])[CH2:26][NH:27][CH2:28]1.[CH3:33][S:34]([CH3:35])=[O:36].[Cl:1][c:2]1[c:3]([C:20]#[N:21])[c:4]([CH:17]([F:18])[F:19])[n:5][n:6]1-[c:7]1[n:8][cH:9][c:10]([S:13](=[O:14])(=[O:15])[CH3:16])[cH:11][cH:12]1.[F-:30].[K+:31].[OH2:32]>>[c:2]1([N:27]2[CH2:26][CH:25]([CH3:29])[O:24][CH:23]([CH3:22])[CH2:28]2)[c:3]([C:20]#[N:21])[c:4]([CH:17]([F:18])[F:19])[n:5][n:6]1-[c:7]1[n:8][cH:9][c:10]([S:13](=[O:14])(=[O:15])[CH3:16])[cH:11][cH:12]1. Reactants: CC(C)(C)c1c(N)nn2cccnc12, CC(C)c1ccc(CC(=O)O)cc1. Yields the product CC(C)c1ccc(CC(=O)Nc2nn3cccnc3c2C(C)(C)C)cc1. Reaction SMILES: [C:1]([CH3:2])([CH3:3])([CH3:4])[c:5]1[c:6]([NH2:14])[n:7][n:8]2[c:9]1[n:10][cH:11][cH:12][cH:13]2.[CH:15]([CH3:16])([CH3:17])[c:18]1[cH:19][cH:20][c:21]([CH2:24][C:25](=[O:26])[OH:27])[cH:22][cH:23]1>>[C:1]([CH3:2])([CH3:3])([CH3:4])[c:5]1[c:6]([NH:14][C:25]([CH2:24][c:21]2[cH:20][cH:19][c:18]([CH:15]([CH3:16])[CH3:17])[cH:23][cH:22]2)=[O:26])[n:7][n:8]2[c:9]1[n:10][cH:11][cH:12][cH:13]2.